Dataset: the Open Reaction Database (ORD), a public repository of structured organic reaction records. Task: describe an organic reaction: reactants, conditions, products, and yield Starting materials: O1C(OCCC1)C=1C=C(C=CC1)S (3-[1,3]Dioxan-2-yl-benzenethiol), O (Water), FC1=CC(=C(C=C1F)CO)[N+](=O)[O-] ((4,5-difluoro-2-nitro-phenyl)-methanol), C([O-])([O-])=O.[Cs+].[Cs+] (cesium carbonate). Run in CN(C)C=O (DMF). Conditions: time 8 hour. The product is O1C(OCCC1)C=1C=C(C=CC1)SC=1C(=CC(=C(C1)CO)[N+](=O)[O-])F ([5-(3-[1,3]Dioxan-2-yl-phenylsulfanyl)-4-fluoro-2-nitro-phenyl]-methanol). As a reaction SMILES: [O:1]1[CH2:6][CH2:5][CH2:4][O:3][CH:2]1[C:7]1[CH:8]=[C:9]([SH:13])[CH:10]=[CH:11][CH:12]=1.[F:14][C:15]1[C:20](F)=[CH:19][C:18]([CH2:22][OH:23])=[C:17]([N+:24]([O-:26])=[O:25])[CH:16]=1.C(=O)([O-])[O-].[Cs+].[Cs+].O>CN(C=O)C>[O:1]1[CH2:6][CH2:5][CH2:4][O:3][CH:2]1[C:7]1[CH:8]=[C:9]([S:13][C:20]2[C:15]([F:14])=[CH:16][C:17]([N+:24]([O-:26])=[O:25])=[C:18]([CH2:22][OH:23])[CH:19]=2)[CH:10]=[CH:11][CH:12]=1 |f:2.3.4|. Procedure: 3-[1,3]Dioxan-2-yl-benzenethiol (2.57 g, 14.02 mmol), prepared as described in Example 1, Step C, (4,5-difluoro-2-nitro-phenyl)-methanol (2.65 g, 14.02 mmol), and cesium carbonate (9.1 g, 28 mmol) were combined in DMF (100 mL). The resulting mixture was stirred overnight at room temperature. Water was added, and the resulting mixture was then extracted with ethyl acetate. The organic layer was dried with Na2SO4 and filtered, and the solvent was removed to yield an oil, which was purified via sil... The reactants are ClC=1C=NC=C(C1SC1=C(C=C(S1)C(=O)O)[N+](=O)[O-])Cl (5-[(3,5-dichloro-4-pyridyl)sulfanyl]-4-nitro-thiophene-2-carboxylic acid), N1(CCNCC1)CCO (2-piperazin-1-ylethanol). Product: ClC=1C=NC=C(C1SC1=C(C=C(S1)C(=O)N1CCN(CC1)CCO)[N+](=O)[O-])Cl ((5-((3,5-dichloropyridin-4-yl)thio)-4-nitrothiophen-2-yl)(4-(2-hydroxyethyl)piperazin-1-yl)methanone), solid. Yield: 50.0%. RXN SMILES: [Cl:1][C:2]1[CH:3]=[N:4][CH:5]=[C:6]([Cl:20])[C:7]=1[S:8][C:9]1[S:13][C:12]([C:14]([OH:16])=O)=[CH:11][C:10]=1[N+:17]([O-:19])=[O:18].[N:21]1([CH2:27][CH2:28][OH:29])[CH2:26][CH2:25][NH:24][CH2:23][CH2:22]1>>[Cl:20][C:6]1[CH:5]=[N:4][CH:3]=[C:2]([Cl:1])[C:7]=1[S:8][C:9]1[S:13][C:12]([C:14]([N:24]2[CH2:25][CH2:26][N:21]([CH2:27][CH2:28][OH:29])[CH2:22][CH2:23]2)=[O:16])=[CH:11][C:10]=1[N+:17]([O-:19])=[O:18]. Procedure: Prepared according to the procedure described for example 44 from 5-[(3,5-dichloro-4-pyridyl)sulfanyl]-4-nitro-thiophene-2-carboxylic acid (35 mg, 0.1 mmol) and 2-piperazin-1-ylethanol (26.0 mg, 0.2 mmol). The title compound was obtained as a solid (23.0 mg, 50% yield). 1H NMR (300 MHz, d6-DMSO) δ: 8.75 (2H, s), 7.80 (1H, s), 4.87 (4H, m), 4.23 (4H, m), 4.04 (2H, m), 3.22 (2H, m). MS m/z: 462.90, 464.90 [M+H]+. The reactants are ClC1=C(C=O)C=CC=C1OC (2-chloro-3-methoxybenzaldehyde), CC(S(=O)C)SC(C)S(=O)C (methyl(methylsulfinyl)methyl sulfide), CO (methanol). Run in C1CCOC1 (THF), [OH-].C(C1=CC=CC=C1)[N+](C)(C)C (benzyltrimethylammonium hydroxide). The product is ClC1=C(C=CC=C1OC)\C=C(/SC)\S(=O)C (2-chloro-1-((E)-2-methanesulfinyl-2-methylsulfanyl-vinyl)-3-methoxy-benzene). Reaction SMILES: [Cl:1][C:2]1[C:9]([O:10][CH3:11])=[CH:8][CH:7]=[CH:6][C:3]=1[CH:4]=O.C[CH:13]([S:17][CH:18](S(C)=O)C)[S:14]([CH3:16])=[O:15].CO>C1COCC1.[OH-].C([N+](C)(C)C)C1C=CC=CC=1>[Cl:1][C:2]1[C:9]([O:10][CH3:11])=[CH:8][CH:7]=[CH:6][C:3]=1/[CH:4]=[C:13](/[S:14]([CH3:16])=[O:15])\[S:17][CH3:18] |f:4.5|. Reported procedure: To a solution of 2-chloro-3-methoxybenzaldehyde (1.74 g, 10.0 mmol, 1.0 eq.) and methyl(methylsulfinyl)methyl sulfide (1.72 mL, 16.1 mmol, 1.6 eq.) in THF (9 mL), benzyltrimethylammonium hydroxide solution in methanol (2.3 mL, 10.0 mmol, 1.0 eq.) was added. The resulting solution was refluxed for 18 hours. The solvent was removed in vacuo. The residue was taken up in AcOEt and washed with 1M aq. HCl soln., water, and sat. aq. NaCl soln. The org. layer was dried over MgSO4, filtered, and concentr... Reactants: CC(=O)C(=O)Cl, C[Si](C)(C)OC(=O)C(N)Cc1ccccc1, Cl. The product is CC(=O)C(=O)NC(Cc1ccccc1)C(=O)O[Si](C)(C)C. As a reaction SMILES: [C:1]([C:2](=[O:3])[CH3:4])(=[O:5])[Cl:6].[CH3:8][Si:9]([CH3:10])([CH3:11])[O:12][C:13]([CH:14]([NH2:15])[CH2:16][c:17]1[cH:18][cH:19][cH:20][cH:21][cH:22]1)=[O:23].[ClH:7]>>[C:1]([C:2](=[O:3])[CH3:4])(=[O:5])[NH:15][CH:14]([C:13]([O:12][Si:9]([CH3:8])([CH3:10])[CH3:11])=[O:23])[CH2:16][c:17]1[cH:18][cH:19][cH:20][cH:21][cH:22]1. Reactants: NC1=C(C=CC=C1)NC(C1=CC=C(C=C1)CNC1=CC=C(C=C1)S(=O)(=O)C)=O (N-(2-Amino-phenyl)-4-[(4-methanesulfonyl-phenylamino)-methyl]-benzamide), NC=1C(=CC2=C(OCO2)C1)C(C)=O (1-(6-amino-benzo[1,3]dioxol-5-yl)-ethanone), C(C)(=O)C1=CC=C(C(=O)O)C=C1 (4-acetylbenzoic acid). Yields the product C(C)(=O)C=1C(=CC2=C(OCO2)C1)NC(C)C1=CC=C(C(=O)NC2=C(C=CC=C2)N)C=C1 (4-[1-(6-Acetyl-benzo [1,3] dioxol-5-ylamino)-ethyl]-N-(2-amino-phenyl)-benzamide). RXN SMILES: [NH2:1][C:2]1[CH:7]=[CH:6][CH:5]=[CH:4][C:3]=1[NH:8][C:9](=[O:28])[C:10]1[CH:15]=[CH:14][C:13]([CH2:16]NC2C=CC(S(C)(=O)=O)=CC=2)=[CH:12][CH:11]=1.[NH2:29][C:30]1[C:31]([C:39](=[O:41])[CH3:40])=[CH:32][C:33]2[O:37][CH2:36][O:35][C:34]=2[CH:38]=1.[C:42](C1C=CC(C(O)=O)=CC=1)(=O)C>>[C:39]([C:31]1[C:30]([NH:29][CH:16]([C:13]2[CH:12]=[CH:11][C:10]([C:9]([NH:8][C:3]3[CH:4]=[CH:5][CH:6]=[CH:7][C:2]=3[NH2:1])=[O:28])=[CH:15][CH:14]=2)[CH3:42])=[CH:38][C:34]2[O:35][CH2:36][O:37][C:33]=2[CH:32]=1)(=[O:41])[CH3:40]. Procedure details: Title compound 240 was prepared using the same procedures as described for the compound 212a, example 99 (scheme 42, table 1), starting from 1-(6-amino-benzo[1,3]dioxol-5-yl)-ethanone and 4-acetylbenzoic acid (scheme 51). 1H NMR: (DMSO-d6) δ(ppm): 8.69 (s, 1H), 7.03 (d, J=7.8 Hz, 2H), 6.64 (d, J=7.8 Hz, 2H), 6.29 (dd, J=8.3, 7.8 Hz, 1H), 6.09 (t, J=7.8, 7.3 Hz, 1H), 5.90 (d, J=7.8, 1H), 5.72 (d, J=6.8 Hz, 1H), 5.70 (s, 1H), 5.16 (d, J=8.8 Hz, 1H), 4.88 (s, 1H), 4.84 (s, 1H), 4.07 (bd, 1H), 2.30 ...